Dataset: the Open Reaction Database (ORD), a public repository of structured organic reaction records. Task: describe an organic reaction: reactants, conditions, products, and yield Solvent: CCOCC (ether). Reported procedure: 2,2-dithien-2-ylacetic acid was produced by hydrolysis of 2,2-dithien-2-ylacetic acid methyl ester, previously prepared as described in F. Leonard and 1. Ehranthal, J. Am. Chem. Soc, (1951), Vol 73, pag 2216. 1.2 g (0.0054 mol) of 2,2-dithien-2-ylacetic acid were dissolved in 25 ml of THF. To this solution were added 0.96 g (0.00594 mol) of 1,1′-carbonyldiimidazole and the mixture was refluxed for an hour. The reaction was monitored by TLC following the formation of the imidazolide. When the rea... Reactants: C(=O)(N1C=NC=C1)N1C=NC=C1 (1,1′-carbonyldiimidazole), (3R)-aminoquinuclidine, S1C(=CC=C1)C(C(=O)O)C=1SC=CC1 (2,2-dithien-2-ylacetic acid), C1CCOC1 (THF), [N-]1C=NC=C1 (imidazolide). Product: N12C[C@@H](C(CC1)CC2)NC(C(C=2SC=CC2)C=2SC=CC2)=O (N-[(3R)-1-azabicyclo[2.2.2]oct-3-yl]-2,2-dithien-2-ylacetamide). As a reaction SMILES: [S:1]1[CH:5]=[CH:4][CH:3]=[C:2]1[CH:6]([C:10]1[S:11][CH:12]=[CH:13][CH:14]=1)[C:7]([OH:9])=O.[C:15]([N:22]1[CH:26]=[CH:25][N:24]=[CH:23]1)(N1C=CN=C1)=O.[N-]1C=CN=C1.[CH2:32]1[CH2:36]OC[CH2:33]1>CCOCC>[N:22]12[CH2:15][CH2:36][CH:32]([CH2:33][CH2:23]1)[C@@H:25]([NH:24][C:7](=[O:9])[CH:6]([C:2]1[S:1][CH:5]=[CH:4][CH:3]=1)[C:10]1[S:11][CH:12]=[CH:13][CH:14]=1)[CH2:26]2. Starting materials: C([O-])([O-])=O.[K+].[K+] (potassium carbonate), CI (methyl iodide), COC=1C=C2CC(NC2=CC1)=O (5-methoxy oxindole), C([O-])([O-])=O.[K+].[K+] (potassium carbonate), CI (methyl iodide). Solvent: [Cl-].[Na+].O (brine), CC(=O)C (acetone). Reaction conditions: time 10 hour. The product is CN1C(CC2=CC(=CC=C12)OC)=O (N-methyl-5-methoxyoxindole). The yield is 62.8%. RXN SMILES: [CH3:1][O:2][C:3]1[CH:4]=[C:5]2[C:9](=[CH:10][CH:11]=1)[NH:8][C:7](=[O:12])[CH2:6]2.[C:13](=O)([O-])[O-].[K+].[K+].CI>CC(C)=O.[Cl-].[Na+].O>[CH3:13][N:8]1[C:9]2[C:5](=[CH:4][C:3]([O:2][CH3:1])=[CH:11][CH:10]=2)[CH2:6][C:7]1=[O:12] |f:1.2.3,6.7.8|. Reported procedure: 5-methoxy oxindole (450 mg, 2.76 mmol) and potassium carbonate (585 mg, 4.23 mmol) were combined in 45 ml of acetone under an inert atmosphere. To this white, heterogenous mixture was added 0.33 ml of methyl iodide (5.30 mmol) via syringe. The reaction mixture was stirred at room temperature for 10 hours and then at 75° C. for 3 hours. Additional potassium carbonate and methyl iodide were added (290 mg and 0.11 ml, respectively), and the reaction mixture was stirred at 75° C. for 6 more hours. T... Starting materials: O=S(=O)(OS(=O)(=O)C(F)(F)F)C(F)(F)F, O, COc1cc(C#N)ccc1O, c1ccncc1. Product: COc1cc(C#N)ccc1OS(=O)(=O)C(F)(F)F. As a reaction SMILES: [F:1][C:2]([F:3])([F:4])[S:5](=[O:6])(=[O:7])[O:8][S:9]([C:10]([F:11])([F:12])[F:13])(=[O:14])=[O:15].[OH2:27].[OH:16][c:17]1[c:18]([O:25][CH3:26])[cH:19][c:20]([C:21]#[N:22])[cH:23][cH:24]1.[cH:28]1[cH:29][cH:30][n:31][cH:32][cH:33]1>>[F:1][C:2]([F:3])([F:4])[S:5](=[O:6])(=[O:7])[O:8][c:17]1[c:18]([O:25][CH3:26])[cH:19][c:20]([C:21]#[N:22])[cH:23][cH:24]1. Reactants: ClC1=CC(=NC=2N1N=CC2)CC (7-Chloro-5-ethylpyrazolo[1,5-a]pyrimidine), NCC1=CC=C(C=C1)C1=C(C=CC=C1)C#N (4-aminomethyl-2'-cyanobiphenyl). Run in C(C)O (ethanol). The product is C(#N)C1=C(C=CC=C1)C1=CC=C(C=C1)CNC1=CC(=NC=2N1N=CC2)CC (7-[(2'-Cyanobiphenyl-4-yl)methylamino]-5-ethylpyrazolo[1,5-a]pyrimidine). Reaction SMILES: Cl[C:2]1[N:7]2[N:8]=[CH:9][CH:10]=[C:6]2[N:5]=[C:4]([CH2:11][CH3:12])[CH:3]=1.[NH2:13][CH2:14][C:15]1[CH:20]=[CH:19][C:18]([C:21]2[CH:26]=[CH:25][CH:24]=[CH:23][C:22]=2[C:27]#[N:28])=[CH:17][CH:16]=1>C(O)C>[C:27]([C:22]1[CH:23]=[CH:24][CH:25]=[CH:26][C:21]=1[C:18]1[CH:17]=[CH:16][C:15]([CH2:14][NH:13][C:2]2[N:7]3[N:8]=[CH:9][CH:10]=[C:6]3[N:5]=[C:4]([CH2:11][CH3:12])[CH:3]=2)=[CH:20][CH:19]=1)#[N:28]. Procedure: 5.5 g (30.3 mmol) of the chloride from Example 1, Step B and 6.3 g (30.3 mmol) of 4-aminomethyl-2'-cyanobiphenyl (prepared according to EP 459 136) were heated in 150 ml dry ethanol for 10 h. After removal of the solvent in vacuo yellow crystals formed. These were purified by suspension in acetone and dissolved, in ethyl acetate. The solution was washed with 10% sodium carbonate solution, the organic layer dried over sodium sulfate, and evaporated to dryness to give colorless crystals of the tit... Reactants: CC(=O)O, CCOC(C)=O, Cc1cc(C#N)ccc1[N+](=O)[O-], [Fe]. Product: Cc1cc(C#N)ccc1N. Reaction SMILES: [C:13]([OH:14])(=[O:15])[CH3:16].[CH3:17][CH2:18][O:19][C:20]([CH3:21])=[O:22].[CH3:1][c:2]1[cH:3][c:4]([C:5]#[N:6])[cH:7][cH:8][c:9]1[N+:10]([O-:11])=[O:12].[Fe:23]>>[CH3:1][c:2]1[cH:3][c:4]([C:5]#[N:6])[cH:7][cH:8][c:9]1[NH2:10]. The reactants are FC(C(C(F)(F)F)(O)C1=CC=C(C=C1)C)(F)F (1,1,1,3,3,3-Hexafluoro-2-p-tolylpropan-2-ol), BrN1C(CCC1=O)=O (N-bromosuccinimide). Reagents/catalysts: N(=NC(C#N)(C)C)C(C#N)(C)C (2,2′-azobis(isobutyronitrile)). The solvent is C(Cl)(Cl)(Cl)Cl (carbon tetrachloride). Yields the product BrCC1=CC=C(C=C1)C(C(F)(F)F)(C(F)(F)F)O (2-(4-(Bromomethyl)phenyl)-1,1,1,3,3,3-hexafluoropropan-2-ol). Yield: 105.8%. As a reaction SMILES: [F:1][C:2]([F:17])([F:16])[C:3]([C:9]1[CH:14]=[CH:13][C:12]([CH3:15])=[CH:11][CH:10]=1)([OH:8])[C:4]([F:7])([F:6])[F:5].[Br:18]N1C(=O)CCC1=O>C(Cl)(Cl)(Cl)Cl.N(C(C)(C)C#N)=NC(C)(C)C#N>[Br:18][CH2:15][C:12]1[CH:13]=[CH:14][C:9]([C:3]([OH:8])([C:4]([F:6])([F:5])[F:7])[C:2]([F:16])([F:17])[F:1])=[CH:10][CH:11]=1. Procedure: 1,1,1,3,3,3-Hexafluoro-2-p-tolylpropan-2-ol (387 mmol, 100 g) was dissolved in carbon tetrachloride (400 mL) and N-bromosuccinimide (387 mmol, 68.9 g) was added in one portion followed by 2,2′-azobis(isobutyronitrile) (0.387 mmol, 0.064 g). The reaction was stirred at reflux for 4 hours, filtered through dicalite and the filtrate was evaporated to leave crude oil. The crude oil was triturated with diethyl ether, the solid obtained was filtered off and the filtrate taken to dryness (3 times) to y... Reactants: N1=CC(=CC=C1)C1=CC=NC=2N1N=CC2 (7-(3-pyridyl)pyrazolo[1,5-a]-pyrimidine), BrN1C(CCC1=O)=O (N-bromosuccinimide), ice. Run in ClCCl (dichloromethane). Product: BrC=1C=NN2C1N=CC=C2C=2C=NC=CC2 (3-Bromo-7-(3-pyridyl)pyrazolo[1,5-a]pyrimidine). As a reaction SMILES: [N:1]1[CH:6]=[CH:5][CH:4]=[C:3]([C:7]2[N:12]3[N:13]=[CH:14][CH:15]=[C:11]3[N:10]=[CH:9][CH:8]=2)[CH:2]=1.[Br:16]N1C(=O)CCC1=O>ClCCl>[Br:16][C:15]1[CH:14]=[N:13][N:12]2[C:7]([C:3]3[CH:2]=[N:1][CH:6]=[CH:5][CH:4]=3)=[CH:8][CH:9]=[N:10][C:11]=12. Procedure details: A mixture of 1.96 g. of 7-(3-pyridyl)pyrazolo[1,5-a]-pyrimidine and 1.97 g. of N-bromosuccinimide in 100 ml. of dichloromethane is heated on a steam bath for 15 minutes. The mixture is poured into ice cold 2.5 N sodium hydroxide. The organic layer is separated and dried then is passed through a column of hydrous magnesium silicate. The column is washed with dichloromethane and the eluent is concentrated and diluted with hexane to give 1.8 g. of the product of the example, m.p. 243°-244° C.